This data is from the Open Reaction Database (ORD), a public repository of structured organic reaction records. The task is: describe an organic reaction: reactants, conditions, products, and yield Starting materials: CCOCc1nc2cnc3ccccc3c2n1CC1(N)CCCCC1, CS(=O)(=O)Cl, CN(C)c1ccncc1, ClCCl, c1ccncc1. As a reaction SMILES: [CH2:6]([CH3:7])[O:8][CH2:9][c:10]1[n:11]([CH2:23][C:24]2([NH2:30])[CH2:25][CH2:26][CH2:27][CH2:28][CH2:29]2)[c:12]2[c:13]([cH:14][n:15][c:16]3[cH:17][cH:18][cH:19][cH:20][c:21]23)[n:22]1.[CH3:1][S:2]([Cl:3])(=[O:4])=[O:5].[CH3:37][N:38]([CH3:39])[c:40]1[cH:41][cH:42][n:43][cH:44][cH:45]1.[Cl:46][CH2:47][Cl:48].[cH:31]1[cH:32][cH:33][n:34][cH:35][cH:36]1>>[CH3:1][S:2](=[O:4])(=[O:5])[NH:30][C:24]1([CH2:23][n:11]2[c:10]([CH2:9][O:8][CH2:6][CH3:7])[n:22][c:13]3[c:12]2[c:21]2[c:16]([n:15][cH:14]3)[cH:17][cH:18][cH:19][cH:20]2)[CH2:25][CH2:26][CH2:27][CH2:28][CH2:29]1. The product is CCOCc1nc2cnc3ccccc3c2n1CC1(NS(C)(=O)=O)CCCCC1. Starting materials: BrC1=NNC(=C1[N+](=O)[O-])Br (3,5-dibromo-4-nitropyrazole), C([O-])([O-])=O.[K+].[K+] (potassium carbonate), [I-].[K+] (potassium iodide), BrCC1=CC(=CC=C1)CBr (α, α′-dibromo-m-xylene). Solvent: CN(C=O)C (dimethyl formamide), O (water). Run at time 50 minute. Product: BrC1=NN(C(=C1[N+](=O)[O-])Br)CC1=CC(=CC=C1)CN1N=C(C(=C1Br)[N+](=O)[O-])Br (1,3-bis-(3,5-dibromo-4-nitropyrazol-1-yl-methyl)benzene). As a reaction SMILES: [Br:1][C:2]1[C:6]([N+:7]([O-:9])=[O:8])=[C:5]([Br:10])[NH:4][N:3]=1.C(=O)([O-])[O-].[K+].[K+].[I-].[K+].Br[CH2:20][C:21]1[CH:26]=[CH:25][CH:24]=[C:23]([CH2:27]Br)[CH:22]=1>CN(C)C=O.O>[Br:1][C:2]1[C:6]([N+:7]([O-:9])=[O:8])=[C:5]([Br:10])[N:4]([CH2:27][C:23]2[CH:24]=[CH:25][CH:26]=[C:21]([CH2:20][N:3]3[C:2]([Br:1])=[C:6]([N+:7]([O-:9])=[O:8])[C:5]([Br:10])=[N:4]3)[CH:22]=2)[N:3]=1 |f:1.2.3,4.5|. Reported procedure: 13.54 g of 3,5-dibromo-4-nitropyrazole, 11.1 g potassium carbonate, 0.8 g of potassium iodide and 6.6 g α, α′-dibromo-m-xylene are heated to 100° C. in 40 ml of dimethyl formamide. After 50 minutes the reaction mixture is allowed to cool and poured into 400 ml water. The precipitate is filtered, washed with water and dried in vacuum. Starting materials: CC(C)(C)OC(=O)NCC=O, Nc1ccc(CCCCNC(=O)OCc2ccccc2)cc1, CC(=O)O, ClCCCl, Cl, O. Product: CC(C)(C)OC(=O)NCCNc1ccc(CCCCNC(=O)OCc2ccccc2)cc1. Reaction SMILES: [C:1]([CH3:2])([CH3:3])([CH3:4])[O:5][C:6](=[O:7])[NH:8][CH2:9][CH:10]=[O:11].[CH2:12]([c:13]1[cH:14][cH:15][cH:16][cH:17][cH:18]1)[O:19][C:20]([NH:21][CH2:22][CH2:23][CH2:24][CH2:25][c:26]1[cH:27][cH:28][c:29]([NH2:32])[cH:30][cH:31]1)=[O:33].[CH3:34][C:35](=[O:36])[OH:37].[Cl:39][CH2:40][CH2:41][Cl:42].[ClH:38].[OH2:43]>>[C:1]([CH3:2])([CH3:3])([CH3:4])[O:5][C:6](=[O:7])[NH:8][CH2:9][CH2:10][NH:32][c:29]1[cH:28][cH:27][c:26]([CH2:25][CH2:24][CH2:23][CH2:22][NH:21][C:20]([O:19][CH2:12][c:13]2[cH:14][cH:15][cH:16][cH:17][cH:18]2)=[O:33])[cH:31][cH:30]1. Reactants: Cc1ccccc1, OCc1cnoc1-c1ccc(F)cc1F, O=S(Cl)Cl. The product is Fc1ccc(-c2oncc2CCl)c(F)c1. Reaction SMILES: [CH3:20][c:21]1[cH:22][cH:23][cH:24][cH:25][cH:26]1.[F:1][c:2]1[c:3](-[c:9]2[c:10]([CH2:14][OH:15])[cH:11][n:12][o:13]2)[cH:4][cH:5][c:6]([F:8])[cH:7]1.[S:16]([Cl:17])([Cl:18])=[O:19]>>[F:1][c:2]1[c:3](-[c:9]2[c:10]([CH2:14][Cl:18])[cH:11][n:12][o:13]2)[cH:4][cH:5][c:6]([F:8])[cH:7]1. Starting materials: CC(C)(C)OC(=O)N1CCC(O)CC1, ClCCl, O=[N+]([O-])c1ccc(O)c(C(F)(F)F)c1, O=[N+]([O-])c1cccc(C(F)(F)F)c1, CCOC(=O)N=NC(=O)OCC, c1ccc(P(c2ccccc2)c2ccccc2)cc1. Product: CC(C)(C)OC(=O)N1CCC(Oc2ccc([N+](=O)[O-])cc2C(F)(F)F)CC1. As a reaction SMILES: [C:1]([CH3:2])([CH3:3])([CH3:4])[O:5][C:6](=[O:7])[N:8]1[CH2:9][CH2:10][CH:11]([OH:14])[CH2:12][CH2:13]1.[Cl:61][CH2:62][Cl:63].[F:15][C:16]([c:17]1[c:18]([OH:26])[cH:19][cH:20][c:21]([N+:23](=[O:24])[O-:25])[cH:22]1)([F:27])[F:28].[F:29][C:30]([F:31])([F:32])[c:33]1[cH:34][c:35]([N+:36]([O-:37])=[O:38])[cH:39][cH:40][cH:41]1.[O:64]=[C:65]([O:66][CH2:67][CH3:68])[N:69]=[N:70][C:71]([O:72][CH2:73][CH3:74])=[O:75].[c:42]1([P:43]([c:44]2[cH:45][cH:46][cH:47][cH:48][cH:49]2)[c:50]2[cH:51][cH:52][cH:53][cH:54][cH:55]2)[cH:56][cH:57][cH:58][cH:59][cH:60]1>>[C:1]([CH3:2])([CH3:3])([CH3:4])[O:5][C:6](=[O:7])[N:8]1[CH2:9][CH2:10][CH:11]([O:14][c:18]2[c:17]([C:16]([F:15])([F:27])[F:28])[cH:22][c:21]([N+:23](=[O:24])[O-:25])[cH:20][cH:19]2)[CH2:12][CH2:13]1. Reaction SMILES: [CH3:1][c:2]1[n:3][cH:4][c:5]([CH:11]=[CH:12][C:13](=[O:14])[OH:15])[c:6]([CH2:9][OH:10])[c:7]1[OH:8].[CH3:21][CH2:22][OH:23].[ClH:20].[Na:16].[S:17]=[C:18]=[S:19]>>[CH3:1][c:2]1[n:3][cH:4][c:5]([CH:11]=[CH:12][C:13](=[O:14])[OH:15])[c:6]([CH2:9][SH:17])[c:7]1[OH:8].[ClH:20]. Reactants: Cc1ncc(C=CC(=O)O)c(CO)c1O, CCO, Cl, [Na], S=C=S. Product: Cc1ncc(C=CC(=O)O)c(CS)c1O, Cl. The reactants are [N+](=O)([O-])C(CO)(CO)CCC1=CC=C(C=C1)CCCCCCCC (2-nitro-2-(4-octylphenethyl)propane-1,3-diol), CO (methanol), [H][H] (hydrogen). Reagents/catalysts: [Pd] (Pd/C). Run in CCCCCC (n-Hexane). Conditions: temperature 2.5 celsius. Product: NC(CO)(CO)CCC1=CC=C(C=C1)CCCCCCCC (2-amino-2-(4-octylphenethyl)propane-1,3-diol). As a reaction SMILES: [N+:1]([C:4]([CH2:9][CH2:10][C:11]1[CH:16]=[CH:15][C:14]([CH2:17][CH2:18][CH2:19][CH2:20][CH2:21][CH2:22][CH2:23][CH3:24])=[CH:13][CH:12]=1)([CH2:7][OH:8])[CH2:5][OH:6])([O-])=O.CO.[H][H]>[Pd].CCCCCC>[NH2:1][C:4]([CH2:9][CH2:10][C:11]1[CH:16]=[CH:15][C:14]([CH2:17][CH2:18][CH2:19][CH2:20][CH2:21][CH2:22][CH2:23][CH3:24])=[CH:13][CH:12]=1)([CH2:7][OH:8])[CH2:5][OH:6]. Procedure details: 2-nitro-2-(4-octylphenethyl)propane-1,3-diol (3 g) and methanol (60 mL) are charged into a hydrogenation vessel at 25-30° C. and stirred. 10% Pd/C (0.6 g) is charged into the vessel, a hydrogen pressure of 4-5 Kg/cm2 applied and the reaction mixture is maintained under the same conditions for about 5 hours. The reaction mixture is filtered through a hyflow bed and washed with methanol (10 mL). The obtained filtrate is concentrated under reduced pressure at a temperature below 36° C. to obtain 8 ... The reactants are CO, CCCc1cc2c(C(F)(F)F)c(C#N)ccc2n1Cc1noc(-c2cc(C(=O)Cl)ccc2Cl)n1, N. Product: CCCc1cc2c(C(F)(F)F)c(C#N)ccc2n1Cc1noc(-c2cc(C(N)=O)ccc2Cl)n1. As a reaction SMILES: [CH3:36][OH:37].[Cl:1][c:2]1[c:3](-[c:11]2[n:12][c:13]([CH2:16][n:17]3[c:18]([CH2:32][CH2:33][CH3:34])[cH:19][c:20]4[c:21]([C:28]([F:29])([F:30])[F:31])[c:22]([C:26]#[N:27])[cH:23][cH:24][c:25]34)[n:14][o:15]2)[cH:4][c:5]([C:6](=[O:7])[Cl:8])[cH:9][cH:10]1.[NH3:35]>>[Cl:1][c:2]1[c:3](-[c:11]2[n:12][c:13]([CH2:16][n:17]3[c:18]([CH2:32][CH2:33][CH3:34])[cH:19][c:20]4[c:21]([C:28]([F:29])([F:30])[F:31])[c:22]([C:26]#[N:27])[cH:23][cH:24][c:25]34)[n:14][o:15]2)[cH:4][c:5]([C:6](=[O:7])[NH2:35])[cH:9][cH:10]1.